This data is from the Open Reaction Database (ORD), a public repository of structured organic reaction records. The task is: describe an organic reaction: reactants, conditions, products, and yield Starting materials: C1CCOC1, CC(C)O, ClC(Cl)Cl, Cl[Cu]Cl, O=Cc1ccc(F)nc1, O, O, OCCO. The product is Fc1ccc(C2OCCO2)cn1. As a reaction SMILES: [CH2:14]1[O:15][CH2:16][CH2:17][CH2:18]1.[CH:19]([OH:20])([CH3:21])[CH3:22].[CH:23]([Cl:24])([Cl:25])[Cl:26].[Cu:29]([Cl:30])[Cl:31].[F:1][c:2]1[cH:3][cH:4][c:5]([CH:8]=[O:9])[cH:6][n:7]1.[OH2:27].[OH2:28].[OH:10][CH2:11][CH2:12][OH:13]>>[F:1][c:2]1[cH:3][cH:4][c:5]([CH:8]2[O:9][CH2:12][CH2:11][O:10]2)[cH:6][n:7]1. The reactants are C(C1=CC=CC=C1)OC1=C(C=CC=C1C(C)(C)C)C1=CC(=CC=C1)C=O (2′-(Benzyloxy)-3′-tert-butylbiphenyl-3-carbaldehyde), BrC1=NC=CC=C1 (2-bromopyridine), C(CCC)[Li] (n-butyllithium), hexanes, [Cl-].[NH4+] (ammonium chloride). Solvent: O1CCCC1 (tetrahydrofuran), O1CCCC1 (tetrahydrofuran). Conditions: time 30 minute. Product: C(C1=CC=CC=C1)OC1=C(C=CC=C1C(C)(C)C)C1=CC(=CC=C1)C(O)C1=NC=CC=C1 ((2′-(Benzyloxy)-3′-tert-butylbiphenyl-3-yl)(pyridin-2-yl)methanol). RXN SMILES: Br[C:2]1[CH:7]=[CH:6][CH:5]=[CH:4][N:3]=1.C([Li])CCC.[CH2:13]([O:20][C:21]1[C:26]([C:27]([CH3:30])([CH3:29])[CH3:28])=[CH:25][CH:24]=[CH:23][C:22]=1[C:31]1[CH:36]=[CH:35][CH:34]=[C:33]([CH:37]=[O:38])[CH:32]=1)[C:14]1[CH:19]=[CH:18][CH:17]=[CH:16][CH:15]=1.[Cl-].[NH4+]>O1CCCC1>[CH2:13]([O:20][C:21]1[C:26]([C:27]([CH3:30])([CH3:29])[CH3:28])=[CH:25][CH:24]=[CH:23][C:22]=1[C:31]1[CH:36]=[CH:35][CH:34]=[C:33]([CH:37]([C:2]2[CH:7]=[CH:6][CH:5]=[CH:4][N:3]=2)[OH:38])[CH:32]=1)[C:14]1[CH:15]=[CH:16][CH:17]=[CH:18][CH:19]=1 |f:3.4|. Procedure details: A solution of 2-bromopyridine (1.51 g, 9.58 mmol) in dry tetrahydrofuran (20 mL) was stirred under nitrogen at −78° C. and 2.5M n-butyllithium in hexanes (3.8 mL, 9.5 mmol) was added at such a rate that the temperature did not exceed −70° C. Stirring was continued at −78° C. for 30 min. when a solution of 9 (2.1 g, 6.1 mmol) in tetrahydrofuran (15 mL) was added at such a rate that the temperature did not exceed −65° C. Stirring was continued at −78° C. for 20 min., then for 2 hr at room temperat...